describe an organic reaction: reactants, conditions, products, and yield From a dataset of the Open Reaction Database (ORD), a public repository of structured organic reaction records. Starting materials: O (water), S(=O)([O-])S(=O)[O-].[Na+].[Na+] (sodium dithionite), CC1=C(C(=O)C(=C(C1=O)OC)OC)C/C=C(\C)/CC/C=C(\C)/CC/C=C(\C)/CC/C=C(\C)/CC/C=C(\C)/CC/C=C(\C)/CC/C=C(\C)/CC/C=C(\C)/CC/C=C(\C)/CCC=C(C)C (ubiquinone). Run in CCCCCCC (heptane). Conditions: temperature 2 celsius. Product: CC1=C(C(=C(C(=C1O)OC)OC)O)C/C=C(\C)/CCC=C(C)C (ubiquinol), CC1=C(C(=O)C(=C(C1=O)OC)OC)C/C=C(\C)/CC/C=C(\C)/CC/C=C(\C)/CC/C=C(\C)/CC/C=C(\C)/CC/C=C(\C)/CC/C=C(\C)/CC/C=C(\C)/CC/C=C(\C)/CCC=C(C)C (ubiquinone). Reaction SMILES: [CH3:1][C:2]1[C:8](=[O:9])[C:7]([O:10][CH3:11])=[C:6]([O:12][CH3:13])[C:4](=[O:5])[C:3]=1[CH2:14]/[CH:15]=[C:16](/[CH2:18][CH2:19]/[CH:20]=[C:21](/[CH2:23][CH2:24]/[CH:25]=[C:26](/[CH2:28][CH2:29]/[CH:30]=[C:31](/[CH2:33][CH2:34]/[CH:35]=[C:36](/[CH2:38][CH2:39]/[CH:40]=[C:41](/[CH2:43][CH2:44]/[CH:45]=[C:46](/[CH2:48][CH2:49]/[CH:50]=[C:51](/[CH2:53][CH2:54]/[CH:55]=[C:56](/[CH2:58][CH2:59][CH:60]=[C:61]([CH3:63])[CH3:62])\[CH3:57])\[CH3:52])\[CH3:47])\[CH3:42])\[CH3:37])\[CH3:32])\[CH3:27])\[CH3:22])\[CH3:17].O.S(S([O-])=O)([O-])=O.[Na+].[Na+]>CCCCCCC>[CH3:1][C:2]1[C:8]([OH:9])=[C:7]([O:10][CH3:11])[C:6]([O:12][CH3:13])=[C:4]([OH:5])[C:3]=1[CH2:14]/[CH:15]=[C:16](/[CH2:18][CH2:19][CH:20]=[C:21]([CH3:23])[CH3:22])\[CH3:17].[CH3:1][C:2]1[C:8](=[O:9])[C:7]([O:10][CH3:11])=[C:6]([O:12][CH3:13])[C:4](=[O:5])[C:3]=1[CH2:14]/[CH:15]=[C:16](/[CH2:18][CH2:19]/[CH:20]=[C:21](/[CH2:23][CH2:24]/[CH:25]=[C:26](/[CH2:28][CH2:29]/[CH:30]=[C:31](/[CH2:33][CH2:34]/[CH:35]=[C:36](/[CH2:38][CH2:39]/[CH:40]=[C:41](/[CH2:43][CH2:44]/[CH:45]=[C:46](/[CH2:48][CH2:49]/[CH:50]=[C:51](/[CH2:53][CH2:54]/[CH:55]=[C:56](/[CH2:58][CH2:59][CH:60]=[C:61]([CH3:63])[CH3:62])\[CH3:57])\[CH3:52])\[CH3:47])\[CH3:42])\[CH3:37])\[CH3:32])\[CH3:27])\[CH3:22])\[CH3:17] |f:2.3.4|. Reported procedure: In 1,000 g of heptane, 100 g of ubiquinone (product of Kaneka Corporation) was dissolved at 25° C. Under stirring (stirring power: 0.3 kW/m3), an aqueous solution prepared by adding 1,000 ml of water to 100 g of sodium dithionite (purity: 75% or higher) was gradually added as a reducing agent and the reduction reaction was carried out at 25° C. and pH 4 to 6. After the lapse of 2 hours, the aqueous layer was removed from the reaction mixture and the heptane layer was washed 6 times with 1,000 g ... Reactants: CCCCP(CCCC)CCCC, Cc1sc(-c2ccc(C(F)(F)F)cc2)nc1CCO, COC(=O)Cc1coc2cc(O)ccc12, Cc1ccccc1, O=C(N=NC(=O)N1CCCCC1)N1CCCCC1, O. Yields the product COC(=O)Cc1coc2cc(OCCc3nc(-c4ccc(C(F)(F)F)cc4)sc3C)ccc12. RXN SMILES: [CH2:38]([P:39]([CH2:40][CH2:41][CH2:42][CH3:43])[CH2:44][CH2:45][CH2:46][CH3:47])[CH2:48][CH2:49][CH3:50].[CH3:1][c:2]1[c:3]([CH2:17][CH2:18][OH:19])[n:4][c:5](-[c:7]2[cH:8][cH:9][c:10]([C:13]([F:14])([F:15])[F:16])[cH:11][cH:12]2)[s:6]1.[CH3:51][O:52][C:53]([CH2:54][c:55]1[cH:56][o:57][c:58]2[c:59]1[cH:60][cH:61][c:62]([OH:64])[cH:63]2)=[O:65].[CH3:66][c:67]1[cH:68][cH:69][cH:70][cH:71][cH:72]1.[N:20]([C:21]([N:22]1[CH2:23][CH2:24][CH2:25][CH2:26][CH2:27]1)=[O:28])=[N:29][C:30]([N:31]1[CH2:32][CH2:33][CH2:34][CH2:35][CH2:36]1)=[O:37].[OH2:73]>>[CH3:1][c:2]1[c:3]([CH2:17][CH2:18][O:19][c:62]2[cH:61][cH:60][c:59]3[c:55]([CH2:54][C:53]([O:52][CH3:51])=[O:65])[cH:56][o:57][c:58]3[cH:63]2)[n:4][c:5](-[c:7]2[cH:8][cH:9][c:10]([C:13]([F:14])([F:15])[F:16])[cH:11][cH:12]2)[s:6]1.